Dataset: the Open Reaction Database (ORD), a public repository of structured organic reaction records. Task: describe an organic reaction: reactants, conditions, products, and yield Starting materials: ClC1=CC=C(C=C1)C(CC=O)(C)C (3-(4-chlorophenyl)-3-methylbutyraldehyde), C(C)(C)NC(C)C (diisopropylamine), C(CCC)[SnH](CCCC)CCCC (tributyltin hydride), C(CCC)[Li] (n-butyllithium). The solvent is O1CCCC1 (tetrahydrofuran), O1CCCC1 (tetrahydrofuran). Reaction conditions: temperature 0 celsius, time 15 minute. Yields the product ClC1=CC=C(C=C1)C(CC(O)[Sn](CCCC)(CCCC)CCCC)(C)C (3-(4-chlorophenyl)-3-methyl-1-tributylstannylbutanol). Yield: 99.1%. As a reaction SMILES: C(NC(C)C)(C)C.C([Li])CCC.[CH2:13]([SnH:17]([CH2:22][CH2:23][CH2:24][CH3:25])[CH2:18][CH2:19][CH2:20][CH3:21])[CH2:14][CH2:15][CH3:16].[Cl:26][C:27]1[CH:32]=[CH:31][C:30]([C:33]([CH3:38])([CH3:37])[CH2:34][CH:35]=[O:36])=[CH:29][CH:28]=1>O1CCCC1>[Cl:26][C:27]1[CH:28]=[CH:29][C:30]([C:33]([CH3:38])([CH3:37])[CH2:34][CH:35]([Sn:17]([CH2:18][CH2:19][CH2:20][CH3:21])([CH2:22][CH2:23][CH2:24][CH3:25])[CH2:13][CH2:14][CH2:15][CH3:16])[OH:36])=[CH:31][CH:32]=1. Reported procedure: A stirred solution of 5.0 mL (0.036 mole) of diisopropylamine in 100 mL of tetrahydrofuran was cooled to 0° C., and 14.3 mL (0.036 mole) of n-butyllithium (2.5M in hexanes) was added dropwise. Upon completion of addition, 9.6 grams (0.036 mole) of tributyltin hydride was added dropwise during a 15 minute period. The reaction mixture was then stirred at 0° C. for 15 minutes. After this time the reaction mixture was cooled to -78° C., and a solution of 7.0 grams (0.036 mole) of 3-(4-chlorophenyl)-... Starting materials: C(C)(C)(C)OC(NCC1=NC=C(C2=CC(=C(C=C12)OC)OC)NC=1SC=C(N1)C)=O ([6,7-Dimethoxy-4-(4-methyl-thiazol-2-ylamino)-isoquinolin-1-ylmethyl]carbamic acid tert-butyl ester), Cl (HCl). Run in C(Cl)Cl (CH2Cl2), O1CCOCC1 (dioxane). Reaction conditions: time 5 hour. The product is Cl.NCC1=NC=C(C2=CC(=C(C=C12)OC)OC)NC=1SC=C(N1)C ((1-aminomethyl-6,7-dimethoxy-isoquinolin-4-yl)-(4-methyl-thiazol-2-yl)amine hydrochloride salt). The yield is 75.0%. RXN SMILES: C(OC(=O)[NH:7][CH2:8][C:9]1[C:18]2[C:13](=[CH:14][C:15]([O:21][CH3:22])=[C:16]([O:19][CH3:20])[CH:17]=2)[C:12]([NH:23][C:24]2[S:25][CH:26]=[C:27]([CH3:29])[N:28]=2)=[CH:11][N:10]=1)(C)(C)C.[ClH:31]>C(Cl)Cl.O1CCOCC1>[ClH:31].[NH2:7][CH2:8][C:9]1[C:18]2[C:13](=[CH:14][C:15]([O:21][CH3:22])=[C:16]([O:19][CH3:20])[CH:17]=2)[C:12]([NH:23][C:24]2[S:25][CH:26]=[C:27]([CH3:29])[N:28]=2)=[CH:11][N:10]=1 |f:4.5|. Procedure details: [6,7-Dimethoxy-4-(4-methyl-thiazol-2-ylamino)-isoquinolin-1-ylmethyl]carbamic acid tert-butyl ester (11.6 mg, 0.0269 mmol) in CH2Cl2 (0.6 mL) was added a 4.0 M HCl solution in dioxane (0.40 mL) at room temp. After the reaction mixture was stirred at room temperature for 5.0 h, the suspension was filtered. The yellow solid was further dried in vacuo to give (1-aminomethyl-6,7-dimethoxy-isoquinolin-4-yl)-(4-methyl-thiazol-2-yl)amine hydrochloride salt (7.4 mg; 75%). 1H-NMR (D2O): δ, 8.33 (s, 1H), ... The reactants are [N+](=O)([O-])C=1C=CC=C2C=NN(C12)C(=O)OC(C)(C)C (7-Nitro-1-tert-butoxycarbonyl-indazole), Intermediate 25. The reagents and catalysts are [Pd] (palladium on carbon). Reported procedure: A mixture of 7-Nitro-1-tert-butoxycarbonyl-indazole (1.000 g, 3.798 mmol), prepared as in Intermediate 25, and palladium on carbon (10 wt %, 0.10 g) in ethyl acetate (25 mL) at ambient temperature is stirred under atmospheric hydrogen overnight. The mixture is filtered through celite and concentrated in vacuo to an oil which solidified under high vacuum to provide the title compound as a purple solid (0.860 g, 3.686 mmol). 1H NMR (300 MHz, d6-DMSO) δ=1.59 (b, 9H); 6.13 (b, 2H); 6.76 (d, J=7.6 Hz... Run in C(C)(=O)OCC (ethyl acetate). As a reaction SMILES: [N+:1]([C:4]1[CH:5]=[CH:6][CH:7]=[C:8]2[C:12]=1[N:11]([C:13]([O:15][C:16]([CH3:19])([CH3:18])[CH3:17])=[O:14])[N:10]=[CH:9]2)([O-])=O>[Pd].C(OCC)(=O)C>[NH2:1][C:4]1[CH:5]=[CH:6][CH:7]=[C:8]2[C:12]=1[N:11]([C:13]([O:15][C:16]([CH3:19])([CH3:18])[CH3:17])=[O:14])[N:10]=[CH:9]2. Yield: 97.1%. Run at time 8 hour. Product: NC=1C=CC=C2C=NN(C12)C(=O)OC(C)(C)C (7-Amino-1-tert-butoxycarbonyl-indazole). Starting materials: CCOCC (ether), ClC1=CC=C(CC#N)C=C1 (4-chlorobenzyl cyanide), [OH-].[Na+] (sodium hydroxide), C(C)(C)Br (isopropyl bromide). Reagents/catalysts: [Br-].C(CCC)[N+](CCCC)(CCCC)CCCC (tetrabutylammonium bromide). Solvent: O (water). Conditions: temperature 40 celsius. The product is ClC1=CC=C(C(C(C)C)C#N)C=C1 (4-Chloro-α-isopropylbenzyl cyanide). Reaction SMILES: [Cl:1][C:2]1[CH:10]=[CH:9][C:5]([CH2:6][C:7]#[N:8])=[CH:4][CH:3]=1.[OH-].[Na+].[CH:13](Br)([CH3:15])[CH3:14].CCOCC>[Br-].C([N+](CCCC)(CCCC)CCCC)CCC.O>[Cl:1][C:2]1[CH:10]=[CH:9][C:5]([CH:6]([C:7]#[N:8])[CH:13]([CH3:15])[CH3:14])=[CH:4][CH:3]=1 |f:1.2,5.6|. Reported procedure: 469 g (3.1 mol) of 4-chlorobenzyl cyanide, 30 g of tetrabutylammonium bromide, 1500 g of 50% strength sodium hydroxide solution and 438 g (3.56 mol) of isopropyl bromide are initially introduced into a 4 l multineck apparatus with reflux condenser and internal thermometer. The temperature rises after the stirrer is switched on. It is maintained at 40° C. for 4 h, initially by cooling and later by heating. The reaction mixture is cooled to room temperature, poured into a mixture of 500 ml of ethe...